This data is from the Open Reaction Database (ORD), a public repository of structured organic reaction records. The task is: describe an organic reaction: reactants, conditions, products, and yield The product is [N-]=[N+]=NC1CCC(N2CCCCC(N)C2=O)C(CS(=O)(=O)c2ccccc2)C1. As a reaction SMILES: [C:1]([O:2][C:3](=[O:4])[NH:7][CH:8]1[C:9](=[O:34])[N:10]([CH:15]2[CH:16]([CH2:24][S:25](=[O:26])(=[O:27])[c:28]3[cH:29][cH:30][cH:31][cH:32][cH:33]3)[CH2:17][CH:18]([N:21]=[N+:22]=[N-:23])[CH2:19][CH2:20]2)[CH2:11][CH2:12][CH2:13][CH2:14]1)([CH3:5])([CH3:6])[CH3:35].[CH3:51][CH2:52][O:53][C:54]([CH3:55])=[O:56].[Cl:43][CH2:44][Cl:45].[F:36][C:37]([F:38])([F:39])[C:40]([OH:41])=[O:42].[Na+:50].[O-:46][C:47]([OH:48])=[O:49]>>[NH2:7][CH:8]1[C:9](=[O:34])[N:10]([CH:15]2[CH:16]([CH2:24][S:25](=[O:26])(=[O:27])[c:28]3[cH:29][cH:30][cH:31][cH:32][cH:33]3)[CH2:17][CH:18]([N:21]=[N+:22]=[N-:23])[CH2:19][CH2:20]2)[CH2:11][CH2:12][CH2:13][CH2:14]1. The reactants are CC(C)(C)OC(=O)NC1CCCCN(C2CCC(N=[N+]=[N-])CC2CS(=O)(=O)c2ccccc2)C1=O, CCOC(C)=O, ClCCl, O=C(O)C(F)(F)F, [Na+], O=C([O-])O.